From a dataset of the Open Reaction Database (ORD), a public repository of structured organic reaction records. describe an organic reaction: reactants, conditions, products, and yield Reactants: [BH4-].[Na+] (sodium borohydride), C1(=CC=CC=C1)C(OC[C@H](CC(CC(=O)OC(C)(C)C)=O)O)(C1=CC=CC=C1)C1=CC=CC=C1 (tert-butyl 6-triphenylmethyloxy-5(S)-hydroxy-3-oxohexanoate), C1CCOC1 (THF), COB(CC)CC (methoxydiethylborane). The solvent is CO (MeOH), O (water), C(C)(=O)O (Acetic acid). Run at temperature -60 celsius, time 30 minute. The product is C1(=CC=CC=C1)C(OC[C@H](C[C@H](CC(=O)OC(C)(C)C)O)O)(C1=CC=CC=C1)C1=CC=CC=C1 (Tert-butyl 6-triphenylmethyloxy-3(R),5(S)-dihydroxyhexanoate). RXN SMILES: [C:1]1([C:7]([C:29]2[CH:34]=[CH:33][CH:32]=[CH:31][CH:30]=2)([C:23]2[CH:28]=[CH:27][CH:26]=[CH:25][CH:24]=2)[O:8][CH2:9][C@@H:10]([OH:22])[CH2:11][C:12](=[O:21])[CH2:13][C:14]([O:16][C:17]([CH3:20])([CH3:19])[CH3:18])=[O:15])[CH:6]=[CH:5][CH:4]=[CH:3][CH:2]=1.C1COCC1.COB(CC)CC.[BH4-].[Na+]>O.C(O)(=O)C.CO>[C:29]1([C:7]([C:1]2[CH:2]=[CH:3][CH:4]=[CH:5][CH:6]=2)([C:23]2[CH:24]=[CH:25][CH:26]=[CH:27][CH:28]=2)[O:8][CH2:9][C@@H:10]([OH:22])[CH2:11][C@@H:12]([OH:21])[CH2:13][C:14]([O:16][C:17]([CH3:20])([CH3:19])[CH3:18])=[O:15])[CH:34]=[CH:33][CH:32]=[CH:31][CH:30]=1 |f:3.4|. Procedure details: To the crude tert-butyl 6-triphenylmethyloxy-5(S)-hydroxy-3-oxohexanoate was added 150 mL of THF followed by 15 mL of MeOH and was chilled to −60° C. 26 mL of methoxydiethylborane (50% solution in THF) was added over a period of 20 minutes and stirring was continued for a further 30 minutes. The reaction mixture was cooled to −80° C. and 5 g of sodium borohydride was added in portions and the after completion of addition the reaction mixture was stirred for 5 hours at −78° C. Acetic acid was add... Reagents/catalysts: C1(=CC=C(C=C1)S(=O)(=O)O)C (p-toluene sulfonic acid). Product: BrC(C)(C)[C@@H]1CC(O[C@H]1OC(C)C1=CC(=CC=C1)OC1=CC=CC=C1)=O (trans 4-(2-bromo-prop-2-yl)-5-[(3-phenoxyphenyl)-methyl-methoxy]-tetrahydrofuran-2-one). Conditions: time 24 hour. Procedure details: A mixture of 6.07 g of dl trans 4-(2-bromo-prop-2-yl)-5-hydroxy-tetrahydrofuran-2-one, 5.83 g of (S)α-methyl-3-phenoxy-benzyl alcohol, 300 mg of p-toluene sulfonic acid, 60 ml of benzene and 10 g of colored Actigel deshydratant was stirred at 20°-25° C. for 24 hours and the reaction mixture was washed with aqueous sodium bicarbonate solution. The mixture was extracted with benzene and the organic phase was dried and evaporated to dryness under reduced pressure to obtain 9.5 g of residue. The res... The reactants are BrC(C)(C)[C@@H]1CC(O[C@H]1O)=O (trans 4-(2-bromo-prop-2-yl)-5-hydroxy-tetrahydrofuran-2-one), C[C@@H](C1=CC(=CC=C1)OC1=CC=CC=C1)O ((S)α-methyl-3-phenoxy-benzyl alcohol). RXN SMILES: [Br:1][C:2]([C@H:5]1[C@H:9]([OH:10])[O:8][C:7](=[O:11])[CH2:6]1)([CH3:4])[CH3:3].[CH3:12][C@H:13](O)[C:14]1[CH:19]=[CH:18][CH:17]=[C:16]([O:20][C:21]2[CH:26]=[CH:25][CH:24]=[CH:23][CH:22]=2)[CH:15]=1>C1(C)C=CC(S(O)(=O)=O)=CC=1.C1C=CC=CC=1>[Br:1][C:2]([C@H:5]1[C@H:9]([O:10][CH:13]([C:14]2[CH:19]=[CH:18][CH:17]=[C:16]([O:20][C:21]3[CH:26]=[CH:25][CH:24]=[CH:23][CH:22]=3)[CH:15]=2)[CH3:12])[O:8][C:7](=[O:11])[CH2:6]1)([CH3:4])[CH3:3]. The solvent is C1=CC=CC=C1 (benzene). The yield is 83.3%. As a reaction SMILES: [BH:14]([OH:15])[OH:16].[Br:1][c:2]1[c:3]([NH2:4])[cH:5][cH:6][c:7]([CH2:9][S:10](=[O:11])(=[O:12])[CH3:13])[cH:8]1.[cH:17]1[cH:18][cH:19][cH:20][cH:21][cH:22]1>>[c:2]1(-[c:17]2[cH:18][cH:19][cH:20][cH:21][cH:22]2)[c:3]([NH2:4])[cH:5][cH:6][c:7]([CH2:9][S:10](=[O:11])(=[O:12])[CH3:13])[cH:8]1. Starting materials: OBO, CS(=O)(=O)Cc1ccc(N)c(Br)c1, c1ccccc1. Yields the product CS(=O)(=O)Cc1ccc(N)c(-c2ccccc2)c1. Reactants: [Li]C, C[Si](C)(C)Cl, O=C(O)Cn1ccc2ccccc21. Yields the product CC(=O)Cn1ccc2ccccc21. Reaction SMILES: [CH3:14][Li:15].[Cl:16][Si:17]([CH3:18])([CH3:19])[CH3:20].[n:1]1([CH2:10][C:11](=[O:12])[OH:13])[cH:2][cH:3][c:4]2[cH:5][cH:6][cH:7][cH:8][c:9]12>>[n:1]1([CH2:10][C:11](=[O:13])[CH3:18])[cH:2][cH:3][c:4]2[cH:5][cH:6][cH:7][cH:8][c:9]12. The reactants are OC=1C=C(N)C=CC1C (3-hydroxy-4-methylaniline), Cl.C(C1=CC=CC=C1)OC1=C(C=C2C(=CC=NC2=C1)Cl)OC (7-benzyloxy-4-chloro-6-methoxyquinoline hydrochloride). Solvent: C(C)OCCO (2-ethoxyethanol). Yields the product Cl.C(C1=CC=CC=C1)OC1=C(C=C2C(=CC=NC2=C1)NC1=CC(=C(C=C1)C)O)OC (7-benzyloxy-4-(3-hydroxy-4-methylanilino)-6-methoxyquinoline hydrochloride). Isolated yield 61.5%. As a reaction SMILES: [OH:1][C:2]1[CH:3]=[C:4]([CH:6]=[CH:7][C:8]=1[CH3:9])[NH2:5].Cl.[CH2:11]([O:18][C:19]1[CH:28]=[C:27]2[C:22]([C:23]([Cl:29])=[CH:24][CH:25]=[N:26]2)=[CH:21][C:20]=1[O:30][CH3:31])[C:12]1[CH:17]=[CH:16][CH:15]=[CH:14][CH:13]=1>C(OCCO)C>[ClH:29].[CH2:11]([O:18][C:19]1[CH:28]=[C:27]2[C:22]([C:23]([NH:5][C:4]3[CH:6]=[CH:7][C:8]([CH3:9])=[C:2]([OH:1])[CH:3]=3)=[CH:24][CH:25]=[N:26]2)=[CH:21][C:20]=1[O:30][CH3:31])[C:12]1[CH:13]=[CH:14][CH:15]=[CH:16][CH:17]=1 |f:1.2,4.5|. Procedure: A solution of 3-hydroxy-4-methylaniline (68 mg, 0.55 mmol) and 7-benzyloxy-4-chloro-6-methoxyquinoline hydrochloride (168 mg, 0.5 mmol), (prepared as described for the starting material in Example 3), in 2-ethoxyethanol (5 ml) was heated at reflux for 1 hour. The mixture was allowed to cool, the precipitate collected by filtration, washed with 2-ethoxyethanol and then ether and dried under vacuum to give 7-benzyloxy-4-(3-hydroxy-4-methylanilino)-6-methoxyquinoline hydrochloride (130 mg, 61%). Reactants: BrC1=C(C=O)C=CC=C1O (2-bromo-3-hydroxybenzaldehyde), CS(=O)(=O)OCCCNC(=O)OC(C)(C)C (3-(tert-butoxy carbonylamino)-propyl methanesulfonate), C(=O)([O-])[O-].[Cs+].[Cs+] (Cs2CO3). Solvent: CN(C)C=O (DMF). Run at temperature 50 celsius, time 3 hour. Yields the product BrC1=C(OCCCNC(OC(C)(C)C)=O)C=CC=C1C=O (tert-Butyl 3-(2-bromo-3-formylphenoxy)propylcarbamate). Yield: 80.7%. As a reaction SMILES: [Br:1][C:2]1[C:9]([OH:10])=[CH:8][CH:7]=[CH:6][C:3]=1[CH:4]=[O:5].CS(O[CH2:16][CH2:17][CH2:18][NH:19][C:20]([O:22][C:23]([CH3:26])([CH3:25])[CH3:24])=[O:21])(=O)=O.C([O-])([O-])=O.[Cs+].[Cs+]>CN(C=O)C>[Br:1][C:2]1[C:3]([CH:4]=[O:5])=[CH:6][CH:7]=[CH:8][C:9]=1[O:10][CH2:16][CH2:17][CH2:18][NH:19][C:20](=[O:21])[O:22][C:23]([CH3:26])([CH3:25])[CH3:24] |f:2.3.4|. Procedure: A mixture of 2-bromo-3-hydroxybenzaldehyde (5 g, 24.9 mmol), 3-(tert-butoxy carbonylamino)-propyl methanesulfonate (7.55 g, 30 mmol) and Cs2CO3 (24 g, 75 mmol) in DMF (60 mL) was stirred at 50° C. for 3 h and quenched with water (600 mL). The resulting mixture was extracted with EtOAc (3×60 mL) and the combined organic layers were washed with brine (60 mL), dried over anhydrous Na2SO4 and then concentrated in vacuo. The residue was purified by column chromatography on silica gel (PE/EtOAc=10/1) ... The reactants are ClC1=NC=NC(=C1[N+](=O)[O-])Cl (4,6-dichloro-5-nitropyrimidine), C(C1=CC=CC=C1)NC1C(CCCC1)N(CC)CC (N-benzyl-2-(diethylamino)cyclohexylamine), C(C)C=1NC=CN1 (2-ethylimidazole), [Sn](Cl)Cl (tin (II) chloride), C(=O)(N1C=NC=C1)N1C=NC=C1 (carbonyldiimidazole), Cl (HCl). Product: C(C)N(C1C(CCCC1)NC1=NC=NC=2N3C(C(NC12)=O)=CN=C3CC)CC (4-((2-(Diethylamino)cyclohexyl)amino)-9-ethylimidazo[5,1 -h]pteridin-6(5H)-one). Reaction SMILES: Cl[C:2]1[C:7]([N+:8]([O-])=O)=[C:6](Cl)[N:5]=[CH:4][N:3]=1.C([NH:19][CH:20]1[CH2:25][CH2:24][CH2:23][CH2:22][CH:21]1[N:26]([CH2:29][CH3:30])[CH2:27][CH3:28])C1C=CC=CC=1.[CH2:31]([C:33]1[NH:34][CH:35]=[CH:36][N:37]=1)[CH3:32].[Sn](Cl)Cl.[C:41](N1C=CN=C1)(N1C=CN=C1)=[O:42].Cl>>[CH2:29]([N:26]([CH2:27][CH3:28])[CH:21]1[CH2:22][CH2:23][CH2:24][CH2:25][CH:20]1[NH:19][C:2]1[C:7]2[NH:8][C:41](=[O:42])[C:35]3=[CH:36][N:37]=[C:33]([CH2:31][CH3:32])[N:34]3[C:6]=2[N:5]=[CH:4][N:3]=1)[CH3:30]. Reported procedure: Prepared by treatment of 4,6-dichloro-5-nitropyrimidine with N-benzyl-2-(diethylamino)cyclohexylamine, followed by reaction with 2-ethylimidazole, reduction with tin (II) chloride, cyclization with carbonyldiimidazole and debenzylation with refluxing 5 N HCl for 3 hours. Reactants: C(C)O (ethanol), NC1C(C2=C(C=C(C(=C2CC1)C)F)N)=O (2,8-Diamino-6-fluoro-5-methyl-1-tetralone), Cl (hydrochloric acid), C(C)OC(C(F)(F)F)=O (ethyltrifluoroacetate). Solvent: C1CCOC1 (THF), C(C)N(CC)CC (triethylamine). Run at temperature 20 celsius, time 20 hour. Yields the product NC=1C=C(C(=C2CCC(C(C12)=O)NC(C(F)(F)F)=O)C)F (8-Amino-6-fluoro-5-methyl-2-trifluoroacetylamino-1-tetralone). As a reaction SMILES: [NH2:1][CH:2]1[CH2:11][CH2:10][C:9]2[C:4](=[C:5]([NH2:14])[CH:6]=[C:7]([F:13])[C:8]=2[CH3:12])[C:3]1=[O:15].C(O)C.C([O:21][C:22](=O)[C:23]([F:26])([F:25])[F:24])C.Cl>C(N(CC)CC)C.C1COCC1>[NH2:14][C:5]1[CH:6]=[C:7]([F:13])[C:8]([CH3:12])=[C:9]2[C:4]=1[C:3](=[O:15])[CH:2]([NH:1][C:22](=[O:21])[C:23]([F:26])([F:25])[F:24])[CH2:11][CH2:10]2. Reported procedure: The compound obtained in (8) above (1.66 gm) was dissolved into a mixed solvent of 70 ml of ethanol and 10 ml of THF. To the solution were added 2 ml of triethylamine and 1.5 ml of ethyltrifluoroacetate, followed by stirring for 20 hours at 20° C. The reaction product was added to dilute aqueous solution of hydrochloric acid and extracted with chloroform. The extract was washed with water, saturated sodium bicarbonate and saturated brine in this order, and dried over anhydrous sodium sulfate. Af... The reactants are C1CCOC1, [Li+], [OH-], O, O, COC(=O)c1cccc2oc(=S)[nH]c12. Product: [Li+], O=C([O-])c1cccc2oc(=S)[nH]c12. Reaction SMILES: [CH2:18]1[O:19][CH2:20][CH2:21][CH2:22]1.[Li+:17].[OH-:16].[OH2:15].[OH2:23].[S:1]=[c:2]1[o:3][c:4]2[c:5]([nH:6]1)[c:7]([C:11](=[O:12])[O:13][CH3:14])[cH:8][cH:9][cH:10]2>>[Li+:17].[S:1]=[c:2]1[o:3][c:4]2[c:5]([nH:6]1)[c:7]([C:11](=[O:12])[O-:13])[cH:8][cH:9][cH:10]2.